Dataset: the Open Reaction Database (ORD), a public repository of structured organic reaction records. Task: describe an organic reaction: reactants, conditions, products, and yield Reactants: C#CCCCO, [I-], FC(F)(F)c1cccc(I)c1, c1ccc(P(c2ccccc2)(c2ccccc2)[Pd](P(c2ccccc2)(c2ccccc2)c2ccccc2)(P(c2ccccc2)(c2ccccc2)c2ccccc2)P(c2ccccc2)(c2ccccc2)c2ccccc2)cc1. Yields the product OCCCC#Cc1cccc(C(F)(F)F)c1. Reaction SMILES: [CH2:12]([CH2:13][CH2:14][C:15]#[CH:16])[OH:17].[I-:18].[I:1][c:2]1[cH:3][c:4]([C:8]([F:9])([F:10])[F:11])[cH:5][cH:6][cH:7]1.[cH:19]1[cH:20][cH:21][c:22]([P:23]([Pd:24]([P:25]([c:26]2[cH:27][cH:28][cH:29][cH:30][cH:31]2)([c:32]2[cH:33][cH:34][cH:35][cH:36][cH:37]2)[c:38]2[cH:39][cH:40][cH:41][cH:42][cH:43]2)([P:44]([c:45]2[cH:46][cH:47][cH:48][cH:49][cH:50]2)([c:51]2[cH:52][cH:53][cH:54][cH:55][cH:56]2)[c:57]2[cH:58][cH:59][cH:60][cH:61][cH:62]2)[P:63]([c:64]2[cH:65][cH:66][cH:67][cH:68][cH:69]2)([c:70]2[cH:71][cH:72][cH:73][cH:74][cH:75]2)[c:76]2[cH:77][cH:78][cH:79][cH:80][cH:81]2)([c:82]2[cH:83][cH:84][cH:85][cH:86][cH:87]2)[c:88]2[cH:89][cH:90][cH:91][cH:92][cH:93]2)[cH:94][cH:95]1>>[c:2]1([C:16]#[C:15][CH2:14][CH2:13][CH2:12][OH:17])[cH:3][c:4]([C:8]([F:9])([F:10])[F:11])[cH:5][cH:6][cH:7]1. The reactants are Cl.C(C)NCC (Diethylamine hydrochloride), C=O (formalin), CC=1C2=C(C=3CCC(NC3C1)=O)C(CCC2)=O (6-methyl-1,2,3,4,7,8,9,10-octahydro-benzo[f]quinoline-3,10-dione). Solvent: C(C)(=O)OC(C)=O (acetic anhydride). Conditions: time 3 hour. The product is Cl.C(C)N(CC)CC1CCC2=C(C=3CCC(NC3C=C2C)=O)C1=O (9-diethylaminomethyl-6-methyl-1,2,3,4,7,8,9,10-octahydro-benzo[f]quinoline-3,10-dione hydrochloride). Reaction SMILES: [ClH:1].[CH2:2]([NH:4][CH2:5][CH3:6])[CH3:3].[CH2:7]=O.[CH3:9][C:10]1[C:11]2[CH2:24][CH2:23][CH2:22][C:21](=[O:25])[C:12]=2[C:13]2[CH2:14][CH2:15][C:16](=[O:20])[NH:17][C:18]=2[CH:19]=1>C(OC(=O)C)(=O)C>[ClH:1].[CH2:2]([N:4]([CH2:7][CH:22]1[C:21](=[O:25])[C:12]2[C:13]3[CH2:14][CH2:15][C:16](=[O:20])[NH:17][C:18]=3[CH:19]=[C:10]([CH3:9])[C:11]=2[CH2:24][CH2:23]1)[CH2:5][CH3:6])[CH3:3] |f:0.1,5.6|. Procedure details: Diethylamine hydrochloride (8.3 g) is mixed with 6 ml of 37% formalin at room temperature for 30 minutes whereupon 40 ml of acetic anhydride is added dropwise at 60°-70° C. with stirring. After about 1 hour 11.5 g of 6-methyl-1,2,3,4,7,8,9,10-octahydro-benzo[f]quinoline-3,10-dione is added, and the resulting mixture is kept at 60°-70° C. for 3 hours. The reaction mixture is then concentrated under reduced pressure. To the residue is added 200 ml of acetone, and the mixture is heated under reflux... The reactants are CCN=C=NCCCN(C)C, ClCCl, CC(C)(C)[Si](C)(C)OCC(CCn1ccc2ccc(N)cc21)n1cnc(C(N)=O)c1, On1nnc2ccccc21, O=C(O)CCc1ccccc1. Yields the product CC(C)(C)[Si](C)(C)OCC(CCn1ccc2ccc(NC(=O)CCc3ccccc3)cc21)n1cnc(C(N)=O)c1. Reaction SMILES: [CH3:22][N:23]([CH3:24])[CH2:25][CH2:26][CH2:27][N:28]=[C:29]=[N:30][CH2:31][CH3:32].[Cl:63][CH2:64][Cl:65].[NH2:33][c:34]1[cH:35][cH:36][c:37]2[cH:38][cH:39][n:40]([CH2:43][CH2:44][CH:45]([CH2:46][O:47][Si:48]([CH3:49])([CH3:50])[C:51]([CH3:52])([CH3:53])[CH3:54])[n:55]3[cH:56][n:57][c:58]([C:60](=[O:61])[NH2:62])[cH:59]3)[c:41]2[cH:42]1.[OH:12][n:13]1[c:14]2[cH:15][cH:16][cH:17][cH:18][c:19]2[n:20][n:21]1.[OH:1][C:2](=[O:3])[CH2:4][CH2:5][c:6]1[cH:7][cH:8][cH:9][cH:10][cH:11]1>>[C:2](=[O:3])([CH2:4][CH2:5][c:6]1[cH:7][cH:8][cH:9][cH:10][cH:11]1)[NH:33][c:34]1[cH:35][cH:36][c:37]2[cH:38][cH:39][n:40]([CH2:43][CH2:44][CH:45]([CH2:46][O:47][Si:48]([CH3:49])([CH3:50])[C:51]([CH3:52])([CH3:53])[CH3:54])[n:55]3[cH:56][n:57][c:58]([C:60](=[O:61])[NH2:62])[cH:59]3)[c:41]2[cH:42]1. Reactants: CCOC(=O)c1ccc(-c2cc3c(Cl)ncnc3[nH]2)cc1, CCCCO, Nc1ccc(F)c(Cl)c1. The product is CCOC(=O)c1ccc(-c2cc3c(Nc4ccc(F)c(Cl)c4)ncnc3[nH]2)cc1. As a reaction SMILES: [CH2:1]([CH3:2])[O:3][C:4]([c:5]1[cH:6][cH:7][c:8](-[c:11]2[cH:12][c:13]3[c:14]([n:15][cH:16][n:17][c:18]3[Cl:19])[nH:20]2)[cH:9][cH:10]1)=[O:21].[CH2:31]([OH:32])[CH2:33][CH2:34][CH3:35].[Cl:22][c:23]1[cH:24][c:25]([NH2:26])[cH:27][cH:28][c:29]1[F:30]>>[CH2:1]([CH3:2])[O:3][C:4]([c:5]1[cH:6][cH:7][c:8](-[c:11]2[cH:12][c:13]3[c:14]([n:15][cH:16][n:17][c:18]3[NH:26][c:25]3[cH:24][c:23]([Cl:22])[c:29]([F:30])[cH:28][cH:27]3)[nH:20]2)[cH:9][cH:10]1)=[O:21]. Reactants: C(=O)(O)C=1C=C2C(=CNC2=CC1)C1=CCN(CC1)C (5-carboxy-3-(1-methyl-1,2,5,6-tetrahydropyridin-4-yl)-1H-indole), S(O)(O)(=O)=O (sulfuric acid), C(C)O (ethanol), [OH-].[NH4+] (ammonium hydroxide), O (water). Yields the product C(C)OC(=O)C=1C=C2C(=CNC2=CC1)C1=CCN(CC1)C.C(=O)(O)C=1C=C2C(=CNC2=CC1)C1CCN(CC1)C (5-carboxy-3-(1-methylpiperidin-4-yl)-1H-indole 5-ethoxycarbonyl-3-(1-methyl-1,2,5,6-tetrahydropyridin-4-yl)-1H-indole). Yield: 42.0%. As a reaction SMILES: [C:1]([C:4]1[CH:5]=[C:6]2[C:10](=[CH:11][CH:12]=1)[NH:9][CH:8]=[C:7]2[C:13]1[CH2:18][CH2:17][N:16]([CH3:19])[CH2:15][CH:14]=1)([OH:3])=[O:2].S(=O)(=O)(O)O.O.[OH-].[NH4+].[CH2:28](O)[CH3:29]>>[CH2:28]([O:2][C:1]([C:4]1[CH:5]=[C:6]2[C:10](=[CH:11][CH:12]=1)[NH:9][CH:8]=[C:7]2[C:13]1[CH2:18][CH2:17][N:16]([CH3:19])[CH2:15][CH:14]=1)=[O:3])[CH3:29].[C:1]([C:4]1[CH:5]=[C:6]2[C:10](=[CH:11][CH:12]=1)[NH:9][CH:8]=[C:7]2[CH:13]1[CH2:18][CH2:17][N:16]([CH3:19])[CH2:15][CH2:14]1)([OH:3])=[O:2] |f:3.4,6.7|. Reported procedure: A solution of 0.513 gm (2 mMol) 5-carboxy-3-(1-methyl-1,2,5,6-tetrahydropyridin-4-yl)-1H-indole in 5.1 mL ethanol was cooled in an ice bath while 0.51 mL sulfuric acid was added dropwise. The resulting mixture was heated at reflux for 5 hours. The now homogeneous solution was poured into 50 mL cold water and was then made basic with saturated ammonium hydroxide. The light yellow precipitate was collected by filtration and then recrystallized from ethanol to provide 0.24 gm (42%) of the desired c... Reactants: OC=1C(NN=C(C1)CCC1=CC=CC=C1)=O (4-hydroxy-6-(2-phenylethyl)pyridazin-3(2H)-one), C(C1=CC=CC=C1)OC=1N=NC(=CC1OCC1=CC=CC=C1)\C=C\C1=CC=C(C=C1)C(F)(F)F ((E)-3,4-bis(benzyloxy)-6-(4-(trifluoromethyl)styryl)pyridazine), C(C1=CC=CC=C1)OC=1N=NC(=CC1OCC1=CC=CC=C1)\C=C\C1=CC=C(C=C1)C(F)(F)F ((E)-3,4-bis(benzyloxy)-6-(4-(trifluoromethyl)styryl)pyridazine). Product: OC=1C(NN=C(C1)CCC1=CC=C(C=C1)C(F)(F)F)=O (4-Hydroxy-6-{2-[4-(trifluoromethyl)phenyl]ethyl}pyridazin-3(2H)-one). As a reaction SMILES: OC1C(=O)NN=C(CCC2C=CC=CC=2)C=1.C([O:24][C:25]1[N:26]=[N:27][C:28](/[CH:39]=[CH:40]/[C:41]2[CH:46]=[CH:45][C:44]([C:47]([F:50])([F:49])[F:48])=[CH:43][CH:42]=2)=[CH:29][C:30]=1[O:31]CC1C=CC=CC=1)C1C=CC=CC=1>>[OH:31][C:30]1[C:25](=[O:24])[NH:26][N:27]=[C:28]([CH2:39][CH2:40][C:41]2[CH:46]=[CH:45][C:44]([C:47]([F:49])([F:48])[F:50])=[CH:43][CH:42]=2)[CH:29]=1. Procedure: Prepared by the same method as for 4-hydroxy-6-(2-phenylethyl)pyridazin-3(2H)-one (Example 1) from (E)-3,4-bis(benzyloxy)-6-(4-(trifluoromethyl)styryl)pyridazine (Intermediate 44) except that the product was recrystallised from a mixture of heptane and ethyl acetate. As a reaction SMILES: C[O:2][C:3](=[O:10])[C@@H:4]1[CH:8](O)[CH2:7][CH2:6][NH:5]1.CCN(S(F)(F)[F:17])CC>C(Cl)Cl>[F:17][CH:8]1[CH2:7][CH2:6][NH:5][C@@H:4]1[C:3]([OH:2])=[O:10]. The reactants are COC([C@H]1NCCC1O)=O (3-hydroxyproline methyl ester), CCN(CC)S(F)(F)F (DAST). Run in C(Cl)Cl (DCM), C(Cl)Cl (DCM). Reported procedure: To a solution of the 3-hydroxyproline methyl ester in DCM at −78° C., DAST (4 eq.) was added dropwise with stirring. The reaction was slowly warmed to rt. It was stirred at rt for 16 h, then diluted with more DCM and washed with cold saturated sodium bicarbonate, dried over sodium sulfate, filtered, concentrated and purified by column chromatography (SiO2, 20-30% ethyl acetate/hexanes) to provide the desired 3-fluoroproline intermediate. The product is FC1[C@H](NCC1)C(=O)O (3-fluoroproline).